This data is from the Open Reaction Database (ORD), a public repository of structured organic reaction records. The task is: describe an organic reaction: reactants, conditions, products, and yield The reactants are ClC(Cl)(OC(OC(Cl)(Cl)Cl)=O)Cl (triphosgene), N1=CC=CC=C1 (pyridine), Cl (HCl), C[C@@H]1N[C@@H](CCC1)C (cis-2,6-dimethyl piperidine). The solvent is C(Cl)Cl (DCM). Reaction conditions: temperature 7.5 celsius, time 1 hour. Yields the product C[C@@H]1N([C@@H](CCC1)C)C(=O)Cl ((2S,6R)-2,6-Dimethyl-piperidine-1-carbonyl chloride). The yield is 256.2%. RXN SMILES: [Cl:1][C:2](Cl)([O:4]C(=O)OC(Cl)(Cl)Cl)Cl.N1C=CC=CC=1.[CH3:19][C@H:20]1[CH2:25][CH2:24][CH2:23][C@@H:22]([CH3:26])[NH:21]1.Cl>C(Cl)Cl>[CH3:19][C@H:20]1[CH2:25][CH2:24][CH2:23][C@@H:22]([CH3:26])[N:21]1[C:2]([Cl:1])=[O:4]. Reported procedure: To a solution of triphosgene (20.8 g, 70.0 mmol) in DCM (400 mL) at 5° C. was added pyridine (16.2 mL, 200 mmol) dropwise over 10 min, maintaining the temperature below 10° C. The solution was then stirred between 5-10° C. for 1 h, then cis-2,6-dimethyl piperidine (CAS: 766-17-6, 27.0 mL, 200 mmol) was added dropwise over 10 min and the resulting red solution stirred at RT for 4 days (reaction complete within <4 h). The solution was cooled to 3° C., then a pre-cooled (3° C.) 1M aqueous HCl solut...